This data is from the Open Reaction Database (ORD), a public repository of structured organic reaction records. The task is: describe an organic reaction: reactants, conditions, products, and yield Starting materials: ClC=1C=C2C(CCOC2=CC1OC1=CC=C(C(=O)O)C=C1)C(=O)OCC (4-(6-Chloro-4-(ethoxycarbonyl)chroman-7-yloxy)benzoic acid), C(C)N(C(C)C)C(C)C (N-ethyl-N-isopropylpropan-2-amine), S(=O)(=O)(O)O.COC1=C(C=CC(=C1)OC)CCN.COC1=C(C=CC(=C1)OC)CCN (2-(2,4-dimethoxyphenyl)ethanamine hemisulfate), Cl.C(C)N=C=NCCCN(C)C (N1-((ethylimino)methylene)-N3,N3-dimethylpropane-1,3-diamine hydrochloride), N1=NN(C2=NC=CC=C21)O (3H-[1,2,3]triazolo[4,5-b]pyridin-3-ol). Run in CN(C)C=O (DMF). Reaction conditions: time 14 hour. Yields the product ClC=1C=C2C(CCOC2=CC1OC1=CC=C(C=C1)C(NCCC1=C(C=C(C=C1)OC)OC)=O)C(=O)OCC (ethyl 6-chloro-7-(4-(2,4-dimethoxyphenethylcarbamoyl)phenoxy)chroman-4-carboxylate). Reaction SMILES: [Cl:1][C:2]1[CH:3]=[C:4]2[C:9](=[CH:10][C:11]=1[O:12][C:13]1[CH:21]=[CH:20][C:16]([C:17]([OH:19])=O)=[CH:15][CH:14]=1)[O:8][CH2:7][CH2:6][CH:5]2[C:22]([O:24][CH2:25][CH3:26])=[O:23].C(N(C(C)C)C(C)C)C.S(O)(O)(=O)=O.[CH3:41][O:42][C:43]1[CH:48]=[C:47]([O:49][CH3:50])[CH:46]=[CH:45][C:44]=1[CH2:51][CH2:52][NH2:53].COC1C=C(OC)C=CC=1CCN.Cl.C(N=C=NCCCN(C)C)C.N1C2C(=NC=CC=2)N(O)N=1>CN(C=O)C>[Cl:1][C:2]1[CH:3]=[C:4]2[C:9](=[CH:10][C:11]=1[O:12][C:13]1[CH:14]=[CH:15][C:16]([C:17](=[O:19])[NH:53][CH2:52][CH2:51][C:44]3[CH:45]=[CH:46][C:47]([O:49][CH3:50])=[CH:48][C:43]=3[O:42][CH3:41])=[CH:20][CH:21]=1)[O:8][CH2:7][CH2:6][CH:5]2[C:22]([O:24][CH2:25][CH3:26])=[O:23] |f:2.3.4,5.6|. Procedure details: 4-(6-Chloro-4-(ethoxycarbonyl)chroman-7-yloxy)benzoic acid (Preparation 1; 9.099 ml, 3.185 mmol) in DMF was treated sequentially with N-ethyl-N-isopropylpropan-2-amine (0.8321 ml, 4.777 mmol), 2-(2,4-dimethoxyphenyl)ethanamine hemisulfate (commercially available from ChemBridge Corporation; 0.95 g; 2.07 mmol), N1-((ethylimino)methylene)-N3,N3-dimethylpropane-1,3-diamine hydrochloride (0.7326 g, 3.822 mmol), and 3H-[1,2,3]triazolo[4,5-b]pyridin-3-ol (0.1300 g, 0.9554 mmol) at ambient temperature....